From a dataset of the Open Reaction Database (ORD), a public repository of structured organic reaction records. describe an organic reaction: reactants, conditions, products, and yield The product is C(C1=CC=CC=C1)C=1N=C(SC1Br)C1=CC2=C(C=C1)OCO2 (4-Benzyl-5-bromo-2-(3,4-methylenedioxyphenyl)thiazole). As a reaction SMILES: [CH2:1]([C:8]1[N:9]=[C:10]([C:13]2[CH:18]=[CH:17][C:16]3[O:19][CH2:20][O:21][C:15]=3[CH:14]=2)[S:11][CH:12]=1)[C:2]1[CH:7]=[CH:6][CH:5]=[CH:4][CH:3]=1.C(OCC)(=O)C.[Br:28]N1C(=O)CCC1=O>CN(C)C=O>[CH2:1]([C:8]1[N:9]=[C:10]([C:13]2[CH:18]=[CH:17][C:16]3[O:19][CH2:20][O:21][C:15]=3[CH:14]=2)[S:11][C:12]=1[Br:28])[C:2]1[CH:3]=[CH:4][CH:5]=[CH:6][CH:7]=1. Conditions: time 8 hour. The reactants are C(C1=CC=CC=C1)C=1N=C(SC1)C1=CC2=C(C=C1)OCO2 (4-benzyl-2-(3,4-methylenedioxyphenyl)thiazole), BrN1C(CCC1=O)=O (N-bromosuccinimide), C(C)(=O)OCC (ethyl acetate). Procedure: 367 mg of 4-benzyl-2-(3,4-methylenedioxyphenyl)thiazole was dissolved in 2 ml of N,N-dimethylformamide 244 mg of N-bromosuccinimide was added thereto under ice-cooling, followed by stirring overnight. Then, ethyl acetate was added to the reaction solution, followed by washing with water. The organic phase was further washed with brine, dried over anhydrous sodium sulfate and the solvent was removed. The residue was subjected to silica gel column chromatography using 3% ethyl acetate/hexane as an... The solvent is CN(C=O)C (N,N-dimethylformamide). Starting materials: NC(C(=O)NC1[C@@H]2N(C(C(S2)(C)C)C2=NN=NN2)C1=O)C1=CC=CC=C1 (6-(2-amino-2-phenylacetamido)-2,2-dimethyl-3-(5-tetrazolyl)penam), BrCC(=O)O (bromoacetic acid), Cl.C(C)N=C=NCCCN(C)C (1-ethyl-3-(dimethylaminopropyl)-carbodimide hydrochloride). Run in O (water), O (water), O (water). Conditions: time 3 hour. The product is BrCC(=O)NC(C(=O)NC1[C@@H]2N(C(C(S2)(C)C)C2=NN=NN2)C1=O)C1=CC=CC=C1 (6-(2-[2-Bromoacetamido]-2-phenylacetamido)-2,2-dimethyl-3-(5-tetrazolyl)penam). Isolated yield 40.0%. Reaction SMILES: [NH2:1][CH:2]([C:21]1[CH:26]=[CH:25][CH:24]=[CH:23][CH:22]=1)[C:3]([NH:5][CH:6]1[C:19](=[O:20])[N:8]2[CH:9]([C:14]3[NH:18][N:17]=[N:16][N:15]=3)[C:10]([CH3:13])([CH3:12])[S:11][C@H:7]12)=[O:4].[Br:27][CH2:28][C:29](O)=[O:30].Cl.C(N=C=NCCCN(C)C)C>O>[Br:27][CH2:28][C:29]([NH:1][CH:2]([C:21]1[CH:26]=[CH:25][CH:24]=[CH:23][CH:22]=1)[C:3]([NH:5][CH:6]1[C:19](=[O:20])[N:8]2[CH:9]([C:14]3[NH:18][N:17]=[N:16][N:15]=3)[C:10]([CH3:13])([CH3:12])[S:11][C@H:7]12)=[O:4])=[O:30] |f:2.3|. Procedure details: To a stirred slurry of 4.27 g. (10 mmole) of 6-(2-amino-2-phenylacetamido)-2,2-dimethyl-3-(5-tetrazolyl)penam in 25 ml. of water, at 0° C., is added 1.39 g. (10 mmole) of bromoacetic acid in 6 ml. of water. The pH is adjusted to 6.0, and then 1.9 g. (10 mmole) of 1-ethyl-3-(dimethylaminopropyl)-carbodimide hydrochloride in 9 ml. of water is added. The mixture is stirred for 3 hours at pH 6. At this point, the pH is raised to 7.0, and the reaction mixture is washed with ethyl acetate. The pH is t... Reactants: C(C)#N (acetonitrile), C1(=CC=CC=C1)P(C1=CC=CC=C1)C1=CC=CC=C1 (triphenylphosphine), C1(=CC=CC=C1)C#C (phenylacetylene), BrC=1C=C(C=CC1)C=1C2=C(N(C(CN1)=O)C)C=C(C(=C2)C2=CC=CC=C2)OC (5-(3-bromo-phenyl)-8-methoxy-1-methyl-7-phenyl-1,3-dihydro-benzo[e][1,4]diazepin-2-one), Example 62. Reagents/catalysts: Cl[Pd]Cl (PdCl2), [Cu](I)I (copper iodide). Run in C(C)N(CC)CC (triethylamine). Conditions: temperature 50 celsius, time 16 hour. Yields the product C(#CCCCC)C=1C=C(C=CC1)C=1C2=C(N(C(CN1)=O)C)C=C(C(=C2)C2=CC=CC=C2)OC (5-(3-Hex-1-ynyl-phenyl)-8-methoxy-1-methyl-7-phenyl-1,3-dihydro-benzo[e][1,4]diazepin-2-one). Isolated yield 90.0%. As a reaction SMILES: C(#N)C.Br[C:5]1[CH:6]=[C:7]([C:11]2[C:12]3[CH:23]=[C:22]([C:24]4[CH:29]=[CH:28][CH:27]=[CH:26][CH:25]=4)[C:21]([O:30][CH3:31])=[CH:20][C:13]=3[N:14]([CH3:19])[C:15](=[O:18])[CH2:16][N:17]=2)[CH:8]=[CH:9][CH:10]=1.[C:32]1(C#C)[CH:37]=[CH:36][CH:35]=[CH:34][CH:33]=1.C1(P(C2C=CC=CC=2)C2C=CC=CC=2)C=CC=CC=1>[Cu](I)I.Cl[Pd]Cl.C(N(CC)CC)C>[C:37]([C:5]1[CH:6]=[C:7]([C:11]2[C:12]3[CH:23]=[C:22]([C:24]4[CH:25]=[CH:26][CH:27]=[CH:28][CH:29]=4)[C:21]([O:30][CH3:31])=[CH:20][C:13]=3[N:14]([CH3:19])[C:15](=[O:18])[CH2:16][N:17]=2)[CH:8]=[CH:9][CH:10]=1)#[C:32][CH2:33][CH2:34][CH2:35][CH3:36]. Procedure: To 10 mL of degazed acetonitrile, 5-(3-bromo-phenyl)-8-methoxy-1-methyl-7-phenyl-1,3-dihydro-benzo[e][1,4]diazepin-2-one Example 62 (200 mg, 0.46 mmol), phenylacetylene (715 μL, 2.30 mmol), copper iodide (15 mg, 0.08 mmol), triphenylphosphine (30 mg, 0.11 mmol), PdCl2 (10 mg, 0.06 mmol) and triethylamine (0.9 mL) were added. The mixture was stirred for 16 hours at 50° C. under nitrogen atmosphere. The working solution was evaporated under vacuum. The residue was partitioned from water and ethyl ... As a reaction SMILES: [Cl:26][CH2:27][Cl:28].[F:19][C:20]([F:21])([F:22])[C:23]([OH:24])=[O:25].[S:1]1(=[O:17])(=[O:18])[CH2:2][CH2:3][CH:4]2[N:5]1[CH2:6][CH2:7][N:8]([C:10]([O:11][C:12]([CH3:13])([CH3:14])[CH3:15])=[O:16])[CH2:9]2>>[S:1]1(=[O:17])(=[O:18])[CH2:2][CH2:3][CH:4]2[N:5]1[CH2:6][CH2:7][NH:8][CH2:9]2. The reactants are ClCCl, O=C(O)C(F)(F)F, CC(C)(C)OC(=O)N1CCN2C(CCS2(=O)=O)C1. Product: O=S1(=O)CCC2CNCCN21.